This data is from the Open Reaction Database (ORD), a public repository of structured organic reaction records. The task is: describe an organic reaction: reactants, conditions, products, and yield Starting materials: teflon, O=C[C@H](O)[C@@H](O)[C@H](O)[C@H](O)CO (Glucose), [OH-].[Na+] (NaOH), ClC1=C(C(=CC=C1F)Cl)C(C)=O (2′,6′-dichloro-3′-fluoroacetophenone), 38, Cl (hydrochloric acid), S(=O)(=O)([O-])[O-].[Mg+2] (Magnesium sulfate), solution, Na NADP. The reagents and catalysts are N(CCO)(CCO)CCO (triethanolamine). Solvent: O (water). Reaction conditions: temperature 30 celsius, time 24 hour. Yields the product ClC1=C(C(=CC=C1F)Cl)[C@H](C)O ((S)-1-[2′,6′-dichloro-3′-fluorophenyl]-ethanol). The yield is 94.7%. As a reaction SMILES: Cl.S([O-])([O-])(=O)=O.[Mg+2].O=C[C@@H]([C@H]([C@@H]([C@@H](CO)O)O)O)O.[OH-].[Na+].[Cl:22][C:23]1[C:28]([F:29])=[CH:27][CH:26]=[C:25]([Cl:30])[C:24]=1[C:31](=[O:33])[CH3:32]>N(CCO)(CCO)CCO.O>[Cl:22][C:23]1[C:28]([F:29])=[CH:27][CH:26]=[C:25]([Cl:30])[C:24]=1[C@@H:31]([OH:33])[CH3:32] |f:1.2,4.5|. Procedure: To a 500 mL jacketed three neck round bottom flask equipped with an Ace Glass mechanical stirrer (75 mm diameter teflon stirrer blade), and a pH electrode connected to an automatic titrator for pH-controlled addition of base on-demand via a delivery tube into the vessel, was added water (120 mL), triethanolamine (1.8 g) and then hydrochloric acid to adjust the pH to 7.0. Magnesium sulfate was added as a 1M solution (120 μL, 0.12 mmoles, 14.4 mg of MgSO4). The solution was heated to 30° C. with h... The reactants are [H][H] (hydrogen), 21.5, ClC1=CC(=C(C=C1)NC1CCN(CC1)CCCN1C(NC2=C1C=CC=C2)=O)[N+](=O)[O-] (1-[3-{4-[(4-chloro-2-nitrophenyl)amino]-1-piperidinyl}propyl]-1,3-dihydro-2H-benzimidazol-2-one). Reagents/catalysts: [Pd] (palladium-on-charcoal). The solvent is CO (methanol). Product: 18.5, NC1=C(C=CC=C1)NC1CCN(CC1)CCCN1C(NC2=C1C=CC=C2)=O (1-[3-{4-[(2-aminophenyl)amino]-1-piperidinyl}propyl]-1,3-dihydro-2H-benzimidazol-2-one). Yield: 100.0%. As a reaction SMILES: Cl[C:2]1[CH:7]=[CH:6][C:5]([NH:8][CH:9]2[CH2:14][CH2:13][N:12]([CH2:15][CH2:16][CH2:17][N:18]3[C:22]4[CH:23]=[CH:24][CH:25]=[CH:26][C:21]=4[NH:20][C:19]3=[O:27])[CH2:11][CH2:10]2)=[C:4]([N+:28]([O-])=O)[CH:3]=1.[H][H]>[Pd].CO>[NH2:28][C:4]1[CH:3]=[CH:2][CH:7]=[CH:6][C:5]=1[NH:8][CH:9]1[CH2:10][CH2:11][N:12]([CH2:15][CH2:16][CH2:17][N:18]2[C:22]3[CH:23]=[CH:24][CH:25]=[CH:26][C:21]=3[NH:20][C:19]2=[O:27])[CH2:13][CH2:14]1. Procedure: A mixture of 21.5 parts of 1-[3-{4-[(4-chloro-2-nitrophenyl)amino]-1-piperidinyl}propyl]-1,3-dihydro-2H-benzimidazol-2-one and 240 parts of methanol is hydrogenated at normal pressure and at room temperature with 10 parts of palladium-on-charcoal catalyst 10%. After the calculated amount of hydrogen is taken up, the catalyst is filtered off and the filtrate is evaporated, yielding 18.5 parts (100%) of 1-[3-{4-[(2-aminophenyl)amino]-1-piperidinyl}propyl]-1,3-dihydro-2H-benzimidazol-2-one as a res... Reactants: O=[N+]([O-])c1cc(Br)ccc1F, O=C([O-])[O-], Cc1ccccc1, OB(O)C1CC1, [K+], [K+], [Pd], c1ccc(P(c2ccccc2)c2ccccc2)cc1, c1ccc(P(c2ccccc2)c2ccccc2)cc1, c1ccc(P(c2ccccc2)c2ccccc2)cc1, c1ccc(P(c2ccccc2)c2ccccc2)cc1. Yields the product O=[N+]([O-])c1cc(C2CC2)ccc1F. RXN SMILES: [Br:7][c:8]1[cH:9][c:10]([N+:15](=[O:16])[O-:17])[c:11]([F:14])[cH:12][cH:13]1.[C:18](=[O:19])([O-:20])[O-:21].[CH3:24][c:25]1[cH:26][cH:27][cH:28][cH:29][cH:30]1.[CH:1]1([B:4]([OH:5])[OH:6])[CH2:2][CH2:3]1.[K+:22].[K+:23].[Pd:31].[c:32]1([P:33]([c:34]2[cH:35][cH:36][cH:37][cH:38][cH:39]2)[c:40]2[cH:41][cH:42][cH:43][cH:44][cH:45]2)[cH:46][cH:47][cH:48][cH:49][cH:50]1.[c:51]1([P:52]([c:53]2[cH:54][cH:55][cH:56][cH:57][cH:58]2)[c:59]2[cH:60][cH:61][cH:62][cH:63][cH:64]2)[cH:65][cH:66][cH:67][cH:68][cH:69]1.[c:70]1([P:71]([c:72]2[cH:73][cH:74][cH:75][cH:76][cH:77]2)[c:78]2[cH:79][cH:80][cH:81][cH:82][cH:83]2)[cH:84][cH:85][cH:86][cH:87][cH:88]1.[c:89]1([P:90]([c:91]2[cH:92][cH:93][cH:94][cH:95][cH:96]2)[c:97]2[cH:98][cH:99][cH:100][cH:101][cH:102]2)[cH:103][cH:104][cH:105][cH:106][cH:107]1>>[CH:1]1([c:8]2[cH:9][c:10]([N+:15](=[O:16])[O-:17])[c:11]([F:14])[cH:12][cH:13]2)[CH2:2][CH2:3]1. Starting materials: N1CCC(=CC1)C(=O)O (1,2,3,6-Tetrahydro-4-pyridinecarboxylic acid), C(=O)(C(F)(F)F)O (TFA), BrC1=NC=CC=C1Cl (2-bromo-3-chloropyridine), C(=O)([O-])[O-].[K+].[K+] (K2CO3). Run in CS(=O)C (DMSO). Conditions: temperature 90 celsius. The product is ClC=1C(=NC=CC1)N1CCC(=CC1)C(=O)O (3′-chloro-3,6-dihydro-2H-1,2′-bipyridine-4-carboxylic acid). As a reaction SMILES: [NH:1]1[CH2:6][CH:5]=[C:4]([C:7]([OH:9])=[O:8])[CH2:3][CH2:2]1.Br[C:11]1[C:16]([Cl:17])=[CH:15][CH:14]=[CH:13][N:12]=1.C([O-])([O-])=O.[K+].[K+].C(O)(C(F)(F)F)=O>CS(C)=O>[Cl:17][C:16]1[C:11]([N:1]2[CH2:2][CH:3]=[C:4]([C:7]([OH:9])=[O:8])[CH2:5][CH2:6]2)=[N:12][CH:13]=[CH:14][CH:15]=1 |f:2.3.4|. Procedure: 1,2,3,6-Tetrahydro-4-pyridinecarboxylic acid (7.0 g, 47 mmol) and 2-bromo-3-chloropyridine (11.0 g, 57 mmol) were combined in DMSO (100 mL) and treated with anhydrous K2CO3 (8.0 g, 58 mmol). The mixture was heated at 90° C. overnight, allowed to cool to room temperature, and then concentrated under reduced pressure. The residue in dichloromethane (200 mL) was cooled to −78° C. and treated with an excess of TFA (10 mL, 130 mmol) dropwise. The mixture was allowed to warm to room temperature and th... Run in C(C)(=O)O (acetic acid). Starting materials: C(C)(C)(C)C=1C=C(C=O)C=C(C1O)C(C)(C)C (3,5-di-tert-butyl-4-hydroxybenzaldehyde), S1C(=S)NC(=O)C1 (rhodanine), fused sodium acetate, C(C)O (ethanol), ice, O (water). Product: CC(C)(C)C=1C=C(C=C(C1O)C(C)(C)C)C=C1C(NC(S1)=S)=O (5-[[3,5-bis(1,1-dimethylethyl)-4-hydroxyphenyl]methylene]-2-thioxo-4-thiazolidinone). Reaction SMILES: [C:1]([C:5]1[CH:6]=[C:7]([CH:10]=[C:11]([C:14]([CH3:17])([CH3:16])[CH3:15])[C:12]=1[OH:13])[CH:8]=O)([CH3:4])([CH3:3])[CH3:2].[S:18]1[CH2:24][C:22](=[O:23])[NH:21][C:19]1=[S:20].C(O)C.O>C(O)(=O)C>[CH3:4][C:1]([C:5]1[CH:6]=[C:7]([CH:8]=[C:24]2[S:18][C:19](=[S:20])[NH:21][C:22]2=[O:23])[CH:10]=[C:11]([C:14]([CH3:17])([CH3:16])[CH3:15])[C:12]=1[OH:13])([CH3:2])[CH3:3]. Procedure: Under a nitrogen atmosphere, 117.2 g of 3,5-di-tert-butyl-4-hydroxybenzaldehyde, 66.6 g of rhodanine, and 143.5 g of fused sodium acetate were heated at reflux in 2500 ml of glacial acetic acid. After heating for 23 hours, the reaction mixture was cooled and poured into a mixture of 1 liter of ethanol and 1 liter of ice with stirring. 500 ml of water were added and, after stirring for 30 minutes, the resulting precipitate was recovered by filtration. The solid was slurried with 500 ml of ethyl a... The product is CCCCOc1cc2c(cc1OC)C(Cc1cccc(OC)c1)N(C(=O)OCC)C=C2. RXN SMILES: [C:28](=[O:29])([O-:30])[O-:31].[C:45]([O:46][CH2:47][CH3:48])(=[O:49])[CH3:50].[CH2:1]([CH3:2])[O:3][C:4](=[O:5])[N:6]1[CH:7]([CH2:19][c:20]2[cH:21][c:22]([O:26][CH3:27])[cH:23][cH:24][cH:25]2)[c:8]2[cH:9][c:10]([O:17][CH3:18])[c:11]([OH:16])[cH:12][c:13]2[CH:14]=[CH:15]1.[CH2:34]([CH2:35][CH2:36][CH3:37])[I:38].[CH3:39][CH2:40][CH2:41][CH2:42][CH2:43][CH3:44].[CH3:51][N:52]([CH3:53])[CH:54]=[O:55].[K+:32].[K+:33]>>[CH2:1]([CH3:2])[O:3][C:4](=[O:5])[N:6]1[CH:7]([CH2:19][c:20]2[cH:21][c:22]([O:26][CH3:27])[cH:23][cH:24][cH:25]2)[c:8]2[cH:9][c:10]([O:17][CH3:18])[c:11]([O:16][CH2:34][CH2:35][CH2:36][CH3:37])[cH:12][c:13]2[CH:14]=[CH:15]1. Starting materials: O=C([O-])[O-], CCOC(C)=O, CCOC(=O)N1C=Cc2cc(O)c(OC)cc2C1Cc1cccc(OC)c1, CCCCI, CCCCCC, CN(C)C=O, [K+], [K+]. Reactants: C(C)(C)(C)OC(NC(C(NC(C(C)C1=CC=CC=C1)C1=NC2=C(N1)C=C(C=C2)I)=O)C2=CC=C(C=C2)OCC(N(CCO[Si](C(C)(C)C)(C)C)CCO[Si](C)(C)C(C)(C)C)=O)=O ({[4-({Bis-[2-(tert-butyl-dimethyl-silanyloxy)-ethyl]-carbamoyl}-methoxy)-phenyl]-[1-(6-iodo-1H-benzoimidazol-2-yl)-2-phenyl-propylcarbamoyl]-methyl}-carbamic acid tert-butyl ester), FC(C(=O)O)(F)F (triflouroacetic acid). Solvent: ClCCl (dichloromethane). Reaction conditions: temperature 0 celsius, time 1 hour. Product: N[C@@H](C(=O)N[C@@H]([C@@H](C)C1=CC=CC=C1)C1=NC2=C(N1)C=C(C=C2)I)C2=CC=C(C=C2)OCC(N(CCO)CCO)=O ((R)-2-amino-2-(4-{[bis-(2-hydroxy-ethyl)-carbamoyl]-methoxy}-phenyl)-N-[(1S,2S)-1-(6-iodo-1H-benzoimidazol-2-yl)-2-phenyl-propyl]-acetamide). Yield: 93.8%. Reaction SMILES: C(OC(=O)[NH:7][CH:8]([C:31]1[CH:36]=[CH:35][C:34]([O:37][CH2:38][C:39](=[O:61])[N:40]([CH2:51][CH2:52][O:53][Si](C(C)(C)C)(C)C)[CH2:41][CH2:42][O:43][Si](C)(C)C(C)(C)C)=[CH:33][CH:32]=1)[C:9](=[O:30])[NH:10][CH:11]([C:20]1[NH:24][C:23]2[CH:25]=[C:26]([I:29])[CH:27]=[CH:28][C:22]=2[N:21]=1)[CH:12]([C:14]1[CH:19]=[CH:18][CH:17]=[CH:16][CH:15]=1)[CH3:13])(C)(C)C.FC(F)(F)C(O)=O>ClCCl>[NH2:7][C@H:8]([C:31]1[CH:32]=[CH:33][C:34]([O:37][CH2:38][C:39](=[O:61])[N:40]([CH2:51][CH2:52][OH:53])[CH2:41][CH2:42][OH:43])=[CH:35][CH:36]=1)[C:9]([NH:10][C@H:11]([C:20]1[NH:24][C:23]2[CH:25]=[C:26]([I:29])[CH:27]=[CH:28][C:22]=2[N:21]=1)[C@H:12]([C:14]1[CH:19]=[CH:18][CH:17]=[CH:16][CH:15]=1)[CH3:13])=[O:30]. Procedure: {[4-({Bis-[2-(tert-butyl-dimethyl-silanyloxy)-ethyl]-carbamoyl}-methoxy)-phenyl]-[1-(6-iodo-1H-benzoimidazol-2-yl)-2-phenyl-propylcarbamoyl]-methyl}-carbamic acid tert-butyl ester (270 mg, 0.27 mmol) was dissolved in dry dichloromethane (6 mL) and cooled in an ice bath. To the stirred solution was added triflouroacetic acid (3.12 mL, 40.5 mmol). The reaction mixture was stirred at 0° C. for 1 hour. The reaction mixture was concentrated in vacuo, dissolved in dichloromethane (1 mL) and the crude ... Reactants: ClC1=C(C=O)C=CC=C1Cl (2,3-Dichlorobenzaldehyde), C1=CC=CC=C1.C(C)OCC (benzene diethyl ether), [Cl-].[NH4+] (ammonium chloride). Yields the product CC(C1=C(C(=CC=C1)Cl)Cl)O (α-Methyl-2,3-dichlorobenzyl alcohol). Yield: 90.0%. RXN SMILES: [Cl:1][C:2]1[C:9]([Cl:10])=[CH:8][CH:7]=[CH:6][C:3]=1[CH:4]=[O:5].[Cl-].[NH4+].[CH:13]1C=CC=CC=1.C(OCC)C>>[CH3:13][CH:4]([OH:5])[C:3]1[CH:6]=[CH:7][CH:8]=[C:9]([Cl:10])[C:2]=1[Cl:1] |f:1.2,3.4|. Reported procedure: Iodomethane (324.89 g, 2.288 mol) was added dropwise, with stirring, to magnesium turnings (54.88 g, 2.288 mol) in dry ether (1 liter), to form methyl magnesium iodide. 2,3-Dichlorobenzaldehyde (200 g, 1.144 mol) dissolved in benzene/diethyl ether (1 liter, 50:50) solution was added dropwise, with stirring, to the Grignard. The reaction mixture was allowed to stir at room temperature overnight. The solution was refluxed for 2 hours, and then allowed to cool. The reaction mixture was poured into ... Starting materials: OCCCC1=C(C(=CC=C1)C)O (2-(3-hydroxypropyl)-6-methylphenol), CS(=O)(=O)Cl (methanesulfonyl chloride). Solvent: CO (methanol). Run at temperature 110 celsius, time 1.5 hour. Yields the product ClCCCC1=C(C(=CC=C1)C)O (2-(3-chloropropyl)-6-methylphenol). Reaction SMILES: O[CH2:2][CH2:3][CH2:4][C:5]1[CH:10]=[CH:9][CH:8]=[C:7]([CH3:11])[C:6]=1[OH:12].CS([Cl:17])(=O)=O>CO>[Cl:17][CH2:2][CH2:3][CH2:4][C:5]1[CH:10]=[CH:9][CH:8]=[C:7]([CH3:11])[C:6]=1[OH:12]. Procedure: A solution of N,N-dimethylaniline (24.0 mL) in toluene (20.0 mL) was bubbled with hydrochloride gas to prepare the corresponding hydrochloride. To the mixture were added 2-(3-hydroxypropyl)-6-methylphenol (20.0 g) and methanesulfonyl chloride (10.2 mL), and the resulting mixture was stirred at 110° C. for 1.5 hours. After cooling, methanol (2.4 mL) was added to the reaction mixture. The mixture was washed with distilled water, an aqueous sodium bicarbonate solution, distilled water and brine suc...